Dataset: the Open Reaction Database (ORD), a public repository of structured organic reaction records. Task: describe an organic reaction: reactants, conditions, products, and yield Reactants: C1(CC\C=C/CCC1)O ((Z)-cyclooct-4-enol), C(C1=CC=CC=C1)(=O)OC (methyl benzoate), C1(CC\C=C/CCC1)O ((Z)-cyclooct-4-enol), [OH-].[NH4+] (ammonium hydroxide), C(C)OCC (diethyl ether). Reagents/catalysts: [N+](=O)([O-])[O-].[Ag+] (silver nitrate-). Run in C1CCCCC1.C(C)OCC (cyclohexane diethyl ether). Conditions: time 5 minute. Yields the product C1(CC\C=C\CCC1)O ((E)-cyclooct-4-enol), 3a. Reaction SMILES: [CH:1]1([OH:9])[CH2:8][CH2:7][CH2:6][CH:5]=[CH:4][CH2:3][CH2:2]1.C(OC)(=O)C1C=CC=CC=1.[OH-].[NH4+].C(OCC)C>C1CCCCC1.C(OCC)C.[N+]([O-])([O-])=O.[Ag+]>[CH:1]1([OH:9])[CH2:8][CH2:7][CH2:6][CH:5]=[CH:4][CH2:3][CH2:2]1 |f:2.3,5.6,7.8|. Procedure details: (E)-Cyclooct-4-enol (2a and 3a) (E)-cyclooct-4-enol was synthesized from (Z)-cyclooct-4-enol (Meier, H. et al., Chem. Ber. 1987, 120: 685-689) by modification of a previously described procedures (Royzen, M. et al., J. Am. Chem. Soc. 2008, 130: 3760-3761; Devaraj, N. K., et al., Angew. Chem. 2009, 48: 7013-7016). 2 g (15.9 mmol) (Z)-cyclooct-4-enol and 2.2 g (16.3 mmol) methyl benzoate were dissolved in 250 ml cyclohexane/diethyl ether=1:9. The Petri dish was placed in an UVP-CL-1000-ultraviolet... The reactants are N([C@@H](CCCCNC(=O)OC(C)(C)C)C(=O)O)C(=O)OCC1C2=CC=CC=C2C2=CC=CC=C12 (Fmoc-Lys(Boc)-OH), C(CCl)Cl (EDC), C=1C=CC2=C(C1)N=NN2O (HOBt), CC(C)(C)NOC(=O)C1=CC=CC=C1 (tert-butyl-4-amino benzoate). The reagents and catalysts are [Cu](Cl)Cl (copper chloride). Run in C1CCOC1 (THF), CN(C)C=O (DMF). Conditions: time 10 minute. The product is NCCNC(OCC1=CC=CC=C1)=O (benzyl 2-aminoethylcarbamate). Yield: 137.6%. RXN SMILES: N(C(OC[CH:22]1[C:34]2[C:29](=[CH:30][CH:31]=[CH:32][CH:33]=2)C2C1=CC=CC=2)=O)[C@H](C(O)=O)CCCCNC(OC(C)(C)C)=O.C(Cl)CCl.C1C=C[C:42]2[N:47](O)N=[N:45][C:43]=2C=1.CC(N[O:54][C:55](C1C=CC=CC=1)=[O:56])(C)C>C1COCC1.[Cu](Cl)Cl.CN(C=O)C>[NH2:47][CH2:42][CH2:43][NH:45][C:55](=[O:54])[O:56][CH2:22][C:34]1[CH:29]=[CH:30][CH:31]=[CH:32][CH:33]=1. Procedure: To a solution of Fmoc-Lys(Boc)-OH (500 mg, 1.07 mmol) in solution of 5% DMF in THF (21 mL) were added EDC (245 mg, 1.28 mmol), HOBt (173 mg, 1.28 mmol) and tert-butyl-4-amino benzoate (247 mg, 1.28 mmol) at room temperature. The mixture thus obtained was stirred for 10 minutes and then copper chloride (172 mg, 1.28 mmol) was added to the mixture. The mixture was stirred overnight. The mixture was concentrated to dryness and then the residue was purified by flash chromatography on silica and elut... Reactants: N1=CC=CC=C1 (pyridine), O=[Si]=O (dicalite), C(C)OC(C1=C(C=CC=C1)C(O)C1=C(C=CC=C1)F)OCC (2-(diethoxymethyl)-α-(2-fluorophenyl)-benzenemethanol). Solvent: [O-2].[O-2].[O-2].[Cr+6] (chromium trioxide), ClCCl (dichloromethane), ClCCl (dichloromethane). Conditions: time 0.5 hour. Product: C(C)OC(C1=C(C=CC=C1)C(=O)C1=C(C=CC=C1)F)OCC ([2-(diethoxymethyl)phenyl](2-fluorophenyl)-methanone). Yield: 94.7%. RXN SMILES: N1C=CC=CC=1.O=[Si]=O.[CH2:10]([O:12][CH:13]([O:29][CH2:30][CH3:31])[C:14]1[CH:19]=[CH:18][CH:17]=[CH:16][C:15]=1[CH:20]([C:22]1[CH:27]=[CH:26][CH:25]=[CH:24][C:23]=1[F:28])[OH:21])[CH3:11]>[O-2].[O-2].[O-2].[Cr+6].ClCCl>[CH2:30]([O:29][CH:13]([O:12][CH2:10][CH3:11])[C:14]1[CH:19]=[CH:18][CH:17]=[CH:16][C:15]=1[C:20]([C:22]1[CH:27]=[CH:26][CH:25]=[CH:24][C:23]=1[F:28])=[O:21])[CH3:31] |f:3.4.5.6|. Procedure details: Under a nitrogen atmosphere, 758 ml of pyridine and 469 g of dicalite were added to 6 l of dry dichloromethane. In one portion 469 g of chromium trioxide were added under vigorous stirring. The resulting mixture was stirred at room temperature for 0.5 h, after which a solution of 238 g of 2-(diethoxymethyl)-α-(2-fluorophenyl)-benzenemethanol in 600 ml dry dichloromethane was added. After stirring at room temperature for 2 h, the mixture was filtered. The filtrate was washed with 3×1 l of 1N sodi... Starting materials: CC1=C(C=NC2=C(C=C(C=C2)Cl)Cl)C=CC(=C1)C (N-(2,4-dimethylbenzylidene)-2,4-dichloroaniline), [BH4-].[Na+] (sodium borohydride), C(C)O (ethanol). Run in O (water). Product: CC1=C(CNC2=C(C=C(C=C2)Cl)Cl)C=CC(=C1)C (N-(2,4-dimethylbenzyl)-2,4-dichloroaniline). As a reaction SMILES: [CH3:1][C:2]1[CH:17]=[C:16]([CH3:18])[CH:15]=[CH:14][C:3]=1[CH:4]=[N:5][C:6]1[CH:11]=[CH:10][C:9]([Cl:12])=[CH:8][C:7]=1[Cl:13].[BH4-].[Na+].C(O)C>O>[CH3:1][C:2]1[CH:17]=[C:16]([CH3:18])[CH:15]=[CH:14][C:3]=1[CH2:4][NH:5][C:6]1[CH:11]=[CH:10][C:9]([Cl:12])=[CH:8][C:7]=1[Cl:13] |f:1.2|. Procedure: A mixture of 13.9 g. of N-(2,4-dimethylbenzylidene)-2,4-dichloroaniline, 1.89 g. of sodium borohydride and 150 ml of ethanol is stirred under reflux for one hour, allowed to cool and poured into water. Recrystallization from ethanol yields N-(2,4-dimethylbenzyl)-2,4-dichloroaniline, m.p. 88°-90°. Reactants: ClC1=C(C(=CC=C1)F)C1=NOC(=C1C(=O)NN)C=1C=NN(C1C(F)(F)F)C1=C(C=CC=C1)F (3-(2-chloro-6-fluorophenyl)-5-(1-(2-fluorophenyl)-5-(trifluoromethyl)-1H-pyrazol-4-yl)isoxazole-4-carbohydrazide), C(OC)(OC)OC (trimethyl orthoformate). The product is ClC1=C(C(=CC=C1)F)C1=NOC(=C1C=1OC=NN1)C=1C=NN(C1C(F)(F)F)C1=C(C=CC=C1)F (2-(3-(2-chloro-6-fluorophenyl)-5-(1-(2-fluorophenyl)-5-(trifluoromethyl)-1H-pyrazol-4-yl)isoxazol-4-yl)-1,3,4-oxadiazole). The yield is 46.4%. Reaction SMILES: [Cl:1][C:2]1[CH:7]=[CH:6][CH:5]=[C:4]([F:8])[C:3]=1[C:9]1[C:13]([C:14]([NH:16][NH2:17])=[O:15])=[C:12]([C:18]2[CH:19]=[N:20][N:21]([C:27]3[CH:32]=[CH:31][CH:30]=[CH:29][C:28]=3[F:33])[C:22]=2[C:23]([F:26])([F:25])[F:24])[O:11][N:10]=1.[CH:34](OC)(OC)OC>>[Cl:1][C:2]1[CH:7]=[CH:6][CH:5]=[C:4]([F:8])[C:3]=1[C:9]1[C:13]([C:14]2[O:15][CH:34]=[N:17][N:16]=2)=[C:12]([C:18]2[CH:19]=[N:20][N:21]([C:27]3[CH:32]=[CH:31][CH:30]=[CH:29][C:28]=3[F:33])[C:22]=2[C:23]([F:25])([F:26])[F:24])[O:11][N:10]=1. Procedure: A solution of 3-(2-chloro-6-fluorophenyl)-5-(1-(2-fluorophenyl)-5-(trifluoromethyl)-1H-pyrazol-4-yl)isoxazole-4-carbohydrazide (0.076 g, 0.157 mmol) in 4 g trimethyl orthoformate was kept in a sealed tube at 125° C. for 3 days. The solution was evaporated to dryness and the residue was crystallized from heptane to give 36 mg (46%) of a yellowish solid of example 15. Result of LC/MS MH+: 493.75; 1H NMR (methanol-d4; 400 MHz) δ ppm: 7.30-7.35 (1H, m, CH-arom.), 7.42-7.48 (3H, m, CH-arom.), 7.60-7.... Reactants: N(=[N+]=[N-])C1C(NC2=C(CC1)C=CC=C2)=O (3-Azido-2,3,4,5-tetrahydro-1H-[1]benzazepin-2-one), Br[C@@H](C(=O)OC(C)(C)C)C ((R)-t-butyl 2-bromopropionate), [OH-].[K+] (potassium hydroxide). Reagents/catalysts: [Br-].C(CCC)[N+](CCCC)(CCCC)CCCC (tetrabutylammonium bromide). Run in O1CCCC1 (tetrahydrofuran), O1CCCC1 (tetrahydrofuran). Run at time 5 minute. The product is N(=[N+]=[N-])C1C(N(C2=C(CC1)C=CC=C2)C(C)C(=O)OC(C)(C)C)=O (3-azido-1-(1-t-butyloxycarbonylethyl)-2,3,4,5-tetrahydro-1H[1]-benzazepin-2-one). Reaction SMILES: [N:1]([CH:4]1[CH2:10][CH2:9][C:8]2[CH:11]=[CH:12][CH:13]=[CH:14][C:7]=2[NH:6][C:5]1=[O:15])=[N+:2]=[N-:3].[OH-].[K+].Br[C@H:19]([CH3:27])[C:20]([O:22][C:23]([CH3:26])([CH3:25])[CH3:24])=[O:21]>[Br-].C([N+](CCCC)(CCCC)CCCC)CCC.O1CCCC1>[N:1]([CH:4]1[CH2:10][CH2:9][C:8]2[CH:11]=[CH:12][CH:13]=[CH:14][C:7]=2[N:6]([CH:19]([C:20]([O:22][C:23]([CH3:26])([CH3:25])[CH3:24])=[O:21])[CH3:27])[C:5]1=[O:15])=[N+:2]=[N-:3] |f:1.2,4.5|. Reported procedure: 3-Azido-2,3,4,5-tetrahydro-1H-[1]benzazepin-2-one (as prepared in example 1,5 g) was added in one portion to a stirred suspension of potassium hydroxide (1.8 g) and tetrabutylammonium bromide (0.8 g) in tetrahydrofuran (50 ml) maintained at 0° under a nitrogen atmosphere. Stirring was continued for 5 minutes, then (R)-t-butyl 2-bromopropionate [J. P. Greenstein et al., J. Am. Chem. Soc. 76, 6054 (1954), H. Niedrich and G. Koller, J. Prakt. Chem. 316, 729 (1974)] (5.2 g) in tetrahydrofuran (15 ml... The reactants are O=C([O-])[O-], C1CCC2CNCCC2C1, CS(C)=O, Clc1nnc(Cl)c2ccccc12, [K+], [K+]. Product: Clc1nnc(N2CCC3CCCCC3C2)c2ccccc12. RXN SMILES: [C:23](=[O:24])([O-:25])[O-:26].[CH2:13]1[NH:14][CH2:15][CH2:16][CH:17]2[CH2:18][CH2:19][CH2:20][CH2:21][CH:22]12.[CH3:29][S:30]([CH3:31])=[O:32].[Cl:1][c:2]1[n:3][n:4][c:5]([Cl:12])[c:6]2[cH:7][cH:8][cH:9][cH:10][c:11]12.[K+:27].[K+:28]>>[c:2]1([N:14]2[CH2:13][CH:22]3[CH:17]([CH2:16][CH2:15]2)[CH2:18][CH2:19][CH2:20][CH2:21]3)[n:3][n:4][c:5]([Cl:12])[c:6]2[cH:7][cH:8][cH:9][cH:10][c:11]12. Starting materials: NC=1N=C(C2=C(N1)CCNC2)C2=CC=C(C=C2)F (2-amino-4-(4-fluorophenyl)-5,6,7,8-tetrahydropyrido[4,3-d]pyrimidine), Cl.CN(C)CCCCl (dimethylaminopropylchloride hydrochloride). Product: Cl.Cl.Cl.NC=1N=C(C2=C(N1)CCNC2CCCN(C)C)C2=CC=C(C=C2)F (2-amino-4-(4- fluorophenyl)-5,6,7,8-tetrahydro-5-(3-dimethylaminopropyl)pyrido[4,3-d]pyrimidine trihydrochloride). Isolated yield 25.3%. Reaction SMILES: [NH2:1][C:2]1[N:3]=[C:4]([C:12]2[CH:17]=[CH:16][C:15]([F:18])=[CH:14][CH:13]=2)[C:5]2[CH2:11][NH:10][CH2:9][CH2:8][C:6]=2[N:7]=1.[ClH:19].[CH3:20][N:21]([CH2:23][CH2:24][CH2:25][Cl:26])[CH3:22]>>[ClH:26].[ClH:19].[ClH:26].[NH2:1][C:2]1[N:3]=[C:4]([C:12]2[CH:17]=[CH:16][C:15]([F:18])=[CH:14][CH:13]=2)[C:5]2[CH:11]([CH2:25][CH2:24][CH2:23][N:21]([CH3:22])[CH3:20])[NH:10][CH2:9][CH2:8][C:6]=2[N:7]=1 |f:1.2,3.4.5.6|. Procedure: The title compound was prepared as described in Example 17 starting with 2-amino-4-(4-fluorophenyl)-5,6,7,8-tetrahydropyrido[4,3-d]pyrimidine (2.0 g, 8.2 mmol) and dimethylaminopropylchloride hydrochloride (2.6 g, 16.4 mmol) to give 0.91 g (34%) of 2-amino-4-(4- fluorophenyl)-5,6,7,8-tetrahydro-5-(3-dimethylaminopropyl)pyrido[4,3-d]pyrimidine trihydrochloride. m.p. 241°-243° C. MS: 329(MH+).